This data is from the Open Reaction Database (ORD), a public repository of structured organic reaction records. The task is: describe an organic reaction: reactants, conditions, products, and yield Yields the product CN1C(=O)C(NC(=O)Nc2ccc(Cl)cc2)N=C(c2ccccc2)c2ccccc21. Reaction SMILES: [CH3:1][N:2]1[C:3](=[O:20])[CH:4]([NH2:19])[N:5]=[C:6]([c:13]2[cH:14][cH:15][cH:16][cH:17][cH:18]2)[c:7]2[c:8]1[cH:9][cH:10][cH:11][cH:12]2.[Cl:21][c:22]1[cH:23][cH:24][c:25]([N:28]=[C:29]=[O:30])[cH:26][cH:27]1.[O:31]1[CH2:32][CH2:33][CH2:34][CH2:35]1>>[CH3:1][N:2]1[C:3](=[O:20])[CH:4]([NH:19][C:29]([NH:28][c:25]2[cH:24][cH:23][c:22]([Cl:21])[cH:27][cH:26]2)=[O:30])[N:5]=[C:6]([c:13]2[cH:14][cH:15][cH:16][cH:17][cH:18]2)[c:7]2[c:8]1[cH:9][cH:10][cH:11][cH:12]2. The reactants are CN1C(=O)C(N)N=C(c2ccccc2)c2ccccc21, O=C=Nc1ccc(Cl)cc1, C1CCOC1. Starting materials: C(CCC)C=1NC(=C(N1)Cl)C=O (2-butyl-4-chloro-1H-imidazole-5-carboxaldehyde), C([O-])([O-])=O.[K+].[K+] (potassium carbonate), IC1=CC=C(CBr)C=C1 (4-Iodobenzyl bromide). Solvent: CN(C=O)C (dimethylformamide). Run at time 15 minute. Yields the product C(CCC)C=1N(C(=C(N1)Cl)C=O)CC1=CC=C(C=C1)I (2-butyl-4-chloro-1-(4-iodobenzyl)-1H-imidazole-5-carboxaldehyde). Reaction SMILES: [CH2:1]([C:5]1[NH:6][C:7]([CH:11]=[O:12])=[C:8]([Cl:10])[N:9]=1)[CH2:2][CH2:3][CH3:4].C(=O)([O-])[O-].[K+].[K+].[I:19][C:20]1[CH:27]=[CH:26][C:23]([CH2:24]Br)=[CH:22][CH:21]=1>CN(C)C=O>[CH2:1]([C:5]1[N:6]([CH2:24][C:23]2[CH:26]=[CH:27][C:20]([I:19])=[CH:21][CH:22]=2)[C:7]([CH:11]=[O:12])=[C:8]([Cl:10])[N:9]=1)[CH2:2][CH2:3][CH3:4] |f:1.2.3|. Procedure: A mixture of 2-butyl-4-chloro-1H-imidazole-5-carboxaldehyde (4.0 g; preparable as described in Drugs of the Future (1991), Vol. 16, p 305), potassium carbonate (2.94 g) and dry dimethylformamide (50 ml) was stirred for 15 minutes at ambient temperature. 4-Iodobenzyl bromide (6.34 g) was added to the resulting mixture and stirring was continued for approximately 17 hours. The solvent was then evaporated under reduced pressure at 80° C. Water (200 ml) was added to the resulting residue which was t...